Dataset: the Open Reaction Database (ORD), a public repository of structured organic reaction records. Task: describe an organic reaction: reactants, conditions, products, and yield Starting materials: C(C)(C)(C)OC(=O)C(CNC)C1=CC=C(C=C1)C1CCC(CC1)=O (4-[4-(1-tert.butoxycarbonyl-methylaminoethyl)-phenyl]-cyclohexanone), CN (methylamine). The product is C(C)(C)(C)OC(=O)C(CNC)C1=CC=C(C=C1)[C@@H]1CC[C@H](CC1)NC (trans-4-[4-(1-tert.butoxycarbonyl-methylaminoethyl)-phenyl]-N-methylcyclohexylamine). Reported procedure: from 4-[4-(1-tert.butoxycarbonyl-methylaminoethyl)-phenyl]-cyclohexanone and methylamine. Oil. Rf value: 0.5 (alumina, ethyl acetate/methanol=10:1, v:v). Solvent: C(C)(=O)OCC.CO (ethyl acetate methanol). Reaction SMILES: [C:1]([O:5][C:6]([CH:8]([C:12]1[CH:17]=[CH:16][C:15]([CH:18]2[CH2:23][CH2:22][C:21](=O)[CH2:20][CH2:19]2)=[CH:14][CH:13]=1)[CH2:9][NH:10][CH3:11])=[O:7])([CH3:4])([CH3:3])[CH3:2].[CH3:25][NH2:26]>C(OCC)(=O)C.CO>[C:1]([O:5][C:6]([CH:8]([C:12]1[CH:17]=[CH:16][C:15]([C@H:18]2[CH2:23][CH2:22][C@H:21]([NH:26][CH3:25])[CH2:20][CH2:19]2)=[CH:14][CH:13]=1)[CH2:9][NH:10][CH3:11])=[O:7])([CH3:4])([CH3:3])[CH3:2] |f:2.3|. Reactants: Met-BTC, Sephadex, N[C@@H](CCSC)C(=O)O (methionine), C(C=O)(=O)O (glyoxylic acid), N1=CC=CC=C1 (pyridine), P(=O)([O-])([O-])[O-] (phosphate). The reagents and catalysts are S(=O)(=O)([O-])[O-].[Cu+2] (copper sulfate). Run in NC(=O)N (urea), NC(=O)N (urea). Run at time 1 hour. The product is NC1=C(C=CC=C1N)O (2,3-diaminophenol). As a reaction SMILES: [NH2:1][C@H:2]([C:7]([OH:9])=O)[CH2:3][CH2:4]SC.[C:10](O)(=O)[CH:11]=O.[N:15]1C=CC=CC=1.P([O-])([O-])([O-])=O>NC(N)=O.S([O-])([O-])(=O)=O.[Cu+2]>[NH2:1][C:2]1[C:3]([NH2:15])=[CH:4][CH:11]=[CH:10][C:7]=1[OH:9] |f:5.6|. Procedure: Forty mg of Met-BTC having methionine at its N-terminal obtained in Reference Example 4 was dissolved in 4 ml of 3 M urea solution. To the mixture was added a solution containing 50 mM copper sulfate 0.5 ml, glyoxylic acid 0.25 g and pyridine 0.5 ml and allowed to stand at 25° C. for 1 hour. The reaction solution was passed through Sephadex G-25 column (25 mmID×600 mmL) equilibrated with 2.5 M urea and 50 mM phosphate buffer solution (pH 6.0) and the column was washed with the same buffer soluti... Starting materials: C(#N)CC(=O)C1=CC=CC=C1 (2-cyanoacetophenone), O (water), [H][H] (hydrogen), C(#N)CC(=O)C1=CC=CC=C1 (2-cyanoacetophenone), C(#N)CC(=O)C1=CC=CC=C1 (2-cyanoacetophenone). Reagents/catalysts: [Ir] (iridium). Solvent: CO (methanol). Conditions: temperature 70 celsius. Product: C1(=CC=CC=C1)[C@H](CC#N)O ((S)-3-phenyl-3-hydroxypropionitrile). As a reaction SMILES: O.[C:2]([CH2:4][C:5]([C:7]1[CH:12]=[CH:11][CH:10]=[CH:9][CH:8]=1)=[O:6])#[N:3].[H][H]>[Ir].CO>[C:7]1([C@@H:5]([OH:6])[CH2:4][C:2]#[N:3])[CH:12]=[CH:11][CH:10]=[CH:9][CH:8]=1. Reported procedure: A mixed solvent (volume ratio=1:1, 5 mL) of water and methanol and the iridium aqua complex shown in the following Table 1 (0.5 mol % relative to 2-cyanoacetophenone) were mixed, and 2-cyanoacetophenone (1 mmol) and the hydrogen-donor compound shown in the following Table 1 (5 mmol) were added to the obtained solution at room temperature. The obtained mixture was stirred at 70° C. After confirming the disappearance of 2-cyanoacetophenone by thin layer chromatography, the reaction was quenched wi... Starting materials: C(C)(=O)[O-].[NH4+] (ammonium acetate), C(C)(=O)OCC (ethyl acetate), FC1=CC=C(C=C1)S(=O)(=O)N[C@H]1CN2C3=C(C(=C2CC1)CC(=O)OC)C=CC=N3 (methyl ((8R)-8-{[(4-fluorophenyl)sulfonyl]amino}-6,7,8,9-tetrahydropyrido[3,2-b]indolizin-5-yl)acetate), oil, CI (methyl iodide). Solvent: CN(C)C=O (DMF). Conditions: time 10 minute. The product is FC1=CC=C(C=C1)S(=O)(=O)N([C@H]1CN2C3=C(C(=C2CC1)CC(=O)OC)C=CC=N3)C (Methyl {(8R)-8-[[(4-fluorophenyl)sulfonyl](methyl)amino]-6,7,8,9-tetrahydro-pyrido[3,2-b]indolizin-5-yl}acetate). As a reaction SMILES: [F:1][C:2]1[CH:7]=[CH:6][C:5]([S:8]([NH:11][C@@H:12]2[CH2:20][CH2:19][C:18]3[N:14]([C:15]4[N:29]=[CH:28][CH:27]=[CH:26][C:16]=4[C:17]=3[CH2:21][C:22]([O:24][CH3:25])=[O:23])[CH2:13]2)(=[O:10])=[O:9])=[CH:4][CH:3]=1.CI.[C:32]([O-])(=O)C.[NH4+].C(OCC)(=O)C>CN(C=O)C>[F:1][C:2]1[CH:7]=[CH:6][C:5]([S:8]([N:11]([CH3:32])[C@@H:12]2[CH2:20][CH2:19][C:18]3[N:14]([C:15]4[N:29]=[CH:28][CH:27]=[CH:26][C:16]=4[C:17]=3[CH2:21][C:22]([O:24][CH3:25])=[O:23])[CH2:13]2)(=[O:9])=[O:10])=[CH:4][CH:3]=1 |f:2.3|. Procedure: To a solution of methyl ((8R)-8-{[(4-fluorophenyl)sulfonyl]amino}-6,7,8,9-tetrahydropyrido[3,2-b]indolizin-5-yl)acetate (0.46 g, 1.1 mmol) in DMF (5.5 mL) was added at 0° C. under nitrogen 60% NaH in oil (0.04 g, 1.2 mmol, 1.1 equiv.). After a period of 10 min., methyl iodide (0.076 mL, 1.2 mmol, 1.1 equiv.) was added and the reaction mixture aged 1 h at room temperature. The reaction mixture was poured over 25% aqueous ammonium acetate solution and ethyl acetate. The organic phase was separated...